From a dataset of the Open Reaction Database (ORD), a public repository of structured organic reaction records. describe an organic reaction: reactants, conditions, products, and yield Reactants: Fc1cccc(Cl)c1CCl, ClCCl, Nc1ncccc1O, [Na+], [OH-], O. Product: Nc1ncccc1OCc1c(F)cccc1Cl. As a reaction SMILES: [Cl:1][c:2]1[c:3]([CH2:4][Cl:5])[c:6]([F:10])[cH:7][cH:8][cH:9]1.[Cl:22][CH2:23][Cl:24].[NH2:11][c:12]1[n:13][cH:14][cH:15][cH:16][c:17]1[OH:18].[Na+:21].[OH-:20].[OH2:19]>>[Cl:1][c:2]1[c:3]([CH2:4][O:18][c:17]2[c:12]([NH2:11])[n:13][cH:14][cH:15][cH:16]2)[c:6]([F:10])[cH:7][cH:8][cH:9]1.